This data is from the Open Reaction Database (ORD), a public repository of structured organic reaction records. The task is: describe an organic reaction: reactants, conditions, products, and yield Reactants: C(CC)N(C1CC2=CC(=C(C=C2C1)C(=O)[O-])C(=O)[O-])CCC (2-(dipropylamino)-2,3-dihydro-1H-indene-5,6-dicarboxylate), FC1=CC=C(CN)C=C1 (4-fluorobenzylamine). Run in CC(=O)O (HOAc). Run at time 4 hour. Yields the product C(CC)N(C1CC=2C(=CC=3C(N(C(C3C2)=O)CC2=CC=C(C=C2)F)=O)C1)CCC (6-(Dipropylamino)-2-[(4-fluorophenyl)methyl]-6,7-dihydrocyclopent[f]isoindole-1,3(2H,5H)-dione). Reaction SMILES: [CH2:1]([N:4]([CH2:20][CH2:21][CH3:22])[CH:5]1[CH2:13][C:12]2[C:7](=[CH:8][C:9]([C:17]([O-:19])=O)=[C:10]([C:14]([O-])=[O:15])[CH:11]=2)[CH2:6]1)[CH2:2][CH3:3].[F:23][C:24]1[CH:31]=[CH:30][C:27]([CH2:28][NH2:29])=[CH:26][CH:25]=1>CC(O)=O>[CH2:20]([N:4]([CH2:1][CH2:2][CH3:3])[CH:5]1[CH2:6][C:7]2=[CH:8][C:9]3[C:17](=[O:19])[N:29]([CH2:28][C:27]4[CH:30]=[CH:31][C:24]([F:23])=[CH:25][CH:26]=4)[C:14](=[O:15])[C:10]=3[CH:11]=[C:12]2[CH2:13]1)[CH2:21][CH3:22]. Procedure: (O'Reilly, N. J., Derwin, W. S., Fertel, L. B., Lin, H. C., Synlett., (1990) 609-610.) A solution of 2-(dipropylamino)-2,3-dihydro-1H-indene-5,6-dicarboxylate (92, 0.35 g, 1.0 mmol) and 4-fluorobenzylamine (0.15 mL, 1.3 mmol) in glacial HOAc (30 mL) was refluxed at 113° C. After 4 h, the reaction was cooled to r.t., concentrated, then azeotroped with toluene. The residue was diluted with water and basified with sat'd Na2CO3 (or sat'd NaHCO3) to pH>12. The solution was extracted with CH2Cl2 and t... Reactants: NC(CCCCC(=O)OC)C1=C(C=CC=C1OC)OC (methyl 6-amino-6-(2,6-dimethoxyphenyl)hexanoate), N1(N=CC=C1)C=1C=C(C=O)C=CC1 (3-(1H-pyrazol-1-yl)benzaldehyde). The product is N1(N=CC=C1)C=1C=C(CN2C(CCCCC2C2=C(C=CC=C2OC)OC)=O)C=CC1 (1-(3-(1H-pyrazol-1-yl)benzyl)-7-(2,6-dimethoxyphenyl)azepan-2-one). Reaction SMILES: [NH2:1][CH:2]([C:11]1[C:16]([O:17][CH3:18])=[CH:15][CH:14]=[CH:13][C:12]=1[O:19][CH3:20])[CH2:3][CH2:4][CH2:5][CH2:6][C:7]([O:9]C)=O.[N:21]1([C:26]2[CH:27]=[C:28]([CH:31]=[CH:32][CH:33]=2)[CH:29]=O)[CH:25]=[CH:24][CH:23]=[N:22]1>>[N:21]1([C:26]2[CH:27]=[C:28]([CH:31]=[CH:32][CH:33]=2)[CH2:29][N:1]2[CH:2]([C:11]3[C:16]([O:17][CH3:18])=[CH:15][CH:14]=[CH:13][C:12]=3[O:19][CH3:20])[CH2:3][CH2:4][CH2:5][CH2:6][C:7]2=[O:9])[CH:25]=[CH:24][CH:23]=[N:22]1. Reported procedure: Prepared according to the described general procedure 1 (GP1) by reaction of methyl 6-amino-6-(2,6-dimethoxyphenyl)hexanoate with commercially available 3-(1H-pyrazol-1-yl)benzaldehyde. Subsequent purification by preparative HPLC afforded the target compound. LC-MS (conditions A): tR=0.86 min.; [M+H]+: 406.12 g/mol.